Dataset: the Open Reaction Database (ORD), a public repository of structured organic reaction records. Task: describe an organic reaction: reactants, conditions, products, and yield Procedure: 0.202 g (0.002 mol) of 4-hydroxypiperidine and 0.55 9 (0.0022 mol) of 3-chlorobenzyl bromide were dissolved in 5 ml of dimethylformamide and stirred at room temperature for 2 hrs. The solvent was distilled off and the residue was taken up in dichloromethane and washed with saturated bicarbonate solution and sodium chloride solution. The organic phase was dried over sodium sulfate and concentrated. 0.50 g (99%) of 1-(3-chloro-benzyl)-piperidin-4-ol was obtained as a colorless oil. RXN SMILES: [OH:1][CH:2]1[CH2:7][CH2:6][NH:5][CH2:4][CH2:3]1.[Cl:8][C:9]1[CH:10]=[C:11]([CH:14]=[CH:15][CH:16]=1)[CH2:12]Br>CN(C)C=O>[Cl:8][C:9]1[CH:10]=[C:11]([CH:14]=[CH:15][CH:16]=1)[CH2:12][N:5]1[CH2:6][CH2:7][CH:2]([OH:1])[CH2:3][CH2:4]1. Solvent: CN(C=O)C (dimethylformamide). The yield is 99.0%. Product: ClC=1C=C(CN2CCC(CC2)O)C=CC1 (1-(3-chloro-benzyl)-piperidin-4-ol). Reactants: OC1CCNCC1 (4-hydroxypiperidine), 9, ClC=1C=C(CBr)C=CC1 (3-chlorobenzyl bromide). Conditions: time 2 hour. Reactants: NC1=C(C(=NC(=C1F)C1=C(C(=C(C=C1)[Si](C)(C)C)F)F)C(=O)OC)Cl (Methyl 4-amino-3-chloro-6-(2,3-difluoro-4-(trimethylsilyl)phenyl)-5-fluoropicolinate), BrBr (bromine), ClCCl (dichloromethane), S(=S)(=O)([O-])[O-].[Na+].[Na+] (sodium thiosulfate). Solvent: C(C)#N (acetonitrile), O (water). Conditions: time 4 hour. Product: NC1=C(C(=NC(=C1F)C1=C(C(=C(C=C1)Br)F)F)C(=O)OC)Cl (methyl 4-amino-6-(4-bromo-2,3-difluorophenyl)-3-chloro-5-fluoropicolinate). Isolated yield 63.7%. RXN SMILES: [NH2:1][C:2]1[C:7]([F:8])=[C:6]([C:9]2[CH:14]=[CH:13][C:12]([Si](C)(C)C)=[C:11]([F:19])[C:10]=2[F:20])[N:5]=[C:4]([C:21]([O:23][CH3:24])=[O:22])[C:3]=1[Cl:25].[Br:26]Br.ClCCl.S([O-])([O-])(=O)=S.[Na+].[Na+]>C(#N)C.O>[NH2:1][C:2]1[C:7]([F:8])=[C:6]([C:9]2[CH:14]=[CH:13][C:12]([Br:26])=[C:11]([F:19])[C:10]=2[F:20])[N:5]=[C:4]([C:21]([O:23][CH3:24])=[O:22])[C:3]=1[Cl:25] |f:3.4.5|. Reported procedure: Methyl 4-amino-3-chloro-6-(2,3-difluoro-4-(trimethylsilyl)phenyl)-5-fluoropicolinate (2.5 g, 6.43 mmol) was dissolved in acetonitrile (32 mL) and bromine (3.31 mL, 64.3 mmol) was added. The reaction mixture was stirred at room temperature for 4 h at which time LCMS indicated the reaction was mostly complete. The reaction mixture was partitioned between dichloromethane and water and sodium thiosulfate (10.17 g, 64.3 mmol) was added. The aqueous phase was extracted with dichloromethane and the org...